Dataset: the Open Reaction Database (ORD), a public repository of structured organic reaction records. Task: describe an organic reaction: reactants, conditions, products, and yield Reactants: O=C(Cl)c1ccc(C(F)(F)F)nc1, CC(C)N1CC2N(C(=O)C(N)CN2S(=O)(=O)c2ccc(Cl)cc2Cl)C(Cc2ccc(Cl)cc2)C1=O. Yields the product CC(C)N1CC2N(C(=O)C(NC(=O)c3ccc(C(F)(F)F)nc3)CN2S(=O)(=O)c2ccc(Cl)cc2Cl)C(Cc2ccc(Cl)cc2)C1=O. Reaction SMILES: [F:1][C:2]([c:3]1[n:4][cH:5][c:6]([C:7](=[O:8])[Cl:9])[cH:10][cH:11]1)([F:12])[F:13].[NH2:14][CH:15]1[CH2:16][N:17]([S:38](=[O:39])(=[O:40])[c:41]2[c:42]([Cl:48])[cH:43][c:44]([Cl:47])[cH:45][cH:46]2)[CH:18]2[N:19]([C:20]1=[O:21])[CH:22]([CH2:30][c:31]1[cH:32][cH:33][c:34]([Cl:37])[cH:35][cH:36]1)[C:23](=[O:29])[N:24]([CH:26]([CH3:27])[CH3:28])[CH2:25]2>>[F:1][C:2]([c:3]1[n:4][cH:5][c:6]([C:7](=[O:8])[NH:14][CH:15]2[CH2:16][N:17]([S:38](=[O:39])(=[O:40])[c:41]3[c:42]([Cl:48])[cH:43][c:44]([Cl:47])[cH:45][cH:46]3)[CH:18]3[N:19]([C:20]2=[O:21])[CH:22]([CH2:30][c:31]2[cH:32][cH:33][c:34]([Cl:37])[cH:35][cH:36]2)[C:23](=[O:29])[N:24]([CH:26]([CH3:27])[CH3:28])[CH2:25]3)[cH:10][cH:11]1)([F:12])[F:13].